This data is from the Open Reaction Database (ORD), a public repository of structured organic reaction records. The task is: describe an organic reaction: reactants, conditions, products, and yield Reactants: C1(=CC=C(C=C1)S(=O)(=O)Cl)C (p-toluenesulfonyl chloride), FC1=CC=C(C=C1)C1=NN2C(C=CC=C2)=C1C1=CC=NC=C1 (2-(4-fluorophenyl)-3-(4-pyridinyl)-pyrazolo[1,5-a]pyridine), C(CCC)[Li] (n-butyllithium), hexanes, O (Water). Solvent: O1CCCC1 (tetrahydrofuran), O1CCCC1 (tetrahydrofuran). Reaction conditions: temperature -78 celsius, time 30 minute. Product: ClC1=CC=CC=2N1N=C(C2C2=CC=NC=C2)C2=CC=C(C=C2)F (7-Chloro-2-(4-fluorophenyl)-3-(4-pyridinyl)pyrazolo[1,5-a]-pyridine). As a reaction SMILES: [F:1][C:2]1[CH:7]=[CH:6][C:5]([C:8]2[C:16]([C:17]3[CH:22]=[CH:21][N:20]=[CH:19][CH:18]=3)=[C:11]3[CH:12]=[CH:13][CH:14]=[CH:15][N:10]3[N:9]=2)=[CH:4][CH:3]=1.C([Li])CCC.C1(C)C=CC(S([Cl:37])(=O)=O)=CC=1.O>O1CCCC1>[Cl:37][C:15]1[N:10]2[N:9]=[C:8]([C:5]3[CH:6]=[CH:7][C:2]([F:1])=[CH:3][CH:4]=3)[C:16]([C:17]3[CH:18]=[CH:19][N:20]=[CH:21][CH:22]=3)=[C:11]2[CH:12]=[CH:13][CH:14]=1. Procedure: A stirred solution of 2-(4-fluorophenyl)-3-(4-pyridinyl)-pyrazolo[1,5-a]pyridine (from Example 26, 100 mg, 0.346 mmol) in dry tetrahydrofuran (4 mL) was cooled to about −78° C. under N2 and n-butyllithium in hexanes (2.5 M in hexanes, 0.27 mL, 0.7 mmol) was added dropwise. The mixture was stirred at −78° C. for about 30 min and a solution of p-toluenesulfonyl chloride (0.15 g, 0.76 mmol) in dry tetrahydrofuran (1 mL) was added. The mixture was allowed to warm to room temperature over 30 min and ... Reactants: C(C)OC(=O)C=1NC2=C(C=CC(=C2C1)C(CN(C(CC(=O)OC)C)CC1=CC=CC=C1)=O)OCC1=CC=CC=C1 (4-[N-benzyl-N-(2-methoxycarbonyl-1-methylethyl)aminoacetyl]-7-benzyloxyindole-2-carboxylic acid ethyl ester), CO (methanol), [OH-].[Na+] (sodium hydroxide), Cl (hydrochloric acid). Run in O1CCCC1 (tetrahydrofuran). The product is Cl.C(C1=CC=CC=C1)N(C(CC(=O)O)C)CC(=O)C1=C2C=C(NC2=C(C=C1)OCC1=CC=CC=C1)C(=O)O (4-[N-benzyl-N-(2-carboxy-1-methylethyl)aminoacetyl]-7-benzyloxyindole-2-carboxylic acid hydrochloride). Reaction SMILES: C([O:3][C:4]([C:6]1[NH:7][C:8]2[C:13]([CH:14]=1)=[C:12]([C:15](=[O:32])[CH2:16][N:17]([CH2:25][C:26]1[CH:31]=[CH:30][CH:29]=[CH:28][CH:27]=1)[CH:18]([CH3:24])[CH2:19][C:20]([O:22]C)=[O:21])[CH:11]=[CH:10][C:9]=2[O:33][CH2:34][C:35]1[CH:40]=[CH:39][CH:38]=[CH:37][CH:36]=1)=[O:5])C.CO.[OH-].[Na+].[ClH:45]>O1CCCC1>[ClH:45].[CH2:25]([N:17]([CH2:16][C:15]([C:12]1[CH:11]=[CH:10][C:9]([O:33][CH2:34][C:35]2[CH:40]=[CH:39][CH:38]=[CH:37][CH:36]=2)=[C:8]2[C:13]=1[CH:14]=[C:6]([C:4]([OH:5])=[O:3])[NH:7]2)=[O:32])[CH:18]([CH3:24])[CH2:19][C:20]([OH:22])=[O:21])[C:26]1[CH:31]=[CH:30][CH:29]=[CH:28][CH:27]=1 |f:2.3,6.7|. Reported procedure: 38 g of 4-[N-benzyl-N-(2-methoxycarbonyl-1-methylethyl)aminoacetyl]-7-benzyloxyindole-2-carboxylic acid ethyl ester is stirred at room temperature for 4 hours in a mixture of 1 liter of tetrahydrofuran, 1 liter of methanol, and 350 ml of 2N sodium hydroxide solution. The reaction mixture is then acidified with 2N hydrochloric acid, concentrated until the onset of crystallization, cooled in an ice bath, and the resultant crystals are vacuum-filtered, thus producing 25.8 g of 4-[N-benzyl-N-(2-carb... Reactants: C(C1=CC=CC=C1)N1C=C(C2=CC(=CC(=C12)C)O)C1CCN(CC1)C (1-benzyl-7-methyl-3-(1-methylpiperdin-4-yl)-5-hydroxy-1H-indole), [H-].[Na+] (sodium hydride), FC1=C(C(=CC=C1)F)S(=O)(=O)Cl (2,6-diflurobenzenesulfonyl chloride). Solvent: C1CCOC1 (THF). Product: C(C1=CC=CC=C1)N1C=C(C2=CC(=CC(=C12)C)OS(=O)(=O)C1=C(C=CC=C1F)F)C1CCN(CC1)C (2,6-Difluorobenzenesulfonic acid 1-benzyl-7-methyl-3-(1-methylpiperidin-4-yl)-1H-indol-5-yl ester). Isolated yield 44.5%. Reaction SMILES: [CH2:1]([N:8]1[C:16]2[C:11](=[CH:12][C:13]([OH:18])=[CH:14][C:15]=2[CH3:17])[C:10]([CH:19]2[CH2:24][CH2:23][N:22]([CH3:25])[CH2:21][CH2:20]2)=[CH:9]1)[C:2]1[CH:7]=[CH:6][CH:5]=[CH:4][CH:3]=1.[H-].[Na+].[F:28][C:29]1[CH:34]=[CH:33][CH:32]=[C:31]([F:35])[C:30]=1[S:36](Cl)(=[O:38])=[O:37]>C1COCC1>[CH2:1]([N:8]1[C:16]2[C:11](=[CH:12][C:13]([O:18][S:36]([C:30]3[C:31]([F:35])=[CH:32][CH:33]=[CH:34][C:29]=3[F:28])(=[O:38])=[O:37])=[CH:14][C:15]=2[CH3:17])[C:10]([CH:19]2[CH2:24][CH2:23][N:22]([CH3:25])[CH2:21][CH2:20]2)=[CH:9]1)[C:2]1[CH:3]=[CH:4][CH:5]=[CH:6][CH:7]=1 |f:1.2|. Procedure: By a method similar to Example 56, using 1-benzyl-7-methyl-3-(1-methylpiperdin-4-yl)-5-hydroxy-1H-indole (1.81 mmol, 0.604 g) in THF (4.5 mL), sodium hydride (2.17 mmol, 0.087 g, 60% dispersion in mineral oil), and 2,6-diflurobenzenesulfonyl chloride (1.99 mmol, 0.422 g) afforded 0.411 g (45%) of the title compound: mp=158° C.; mass spectrum (ion spray): m/z=511 (M+1); 1H NMR (DMSOd6): 7.96-7.86 (m, 1H), 7.41 (dd, J=5.73, 3.48 Hz, 2H), 7.31-7.19 (m, 4H), 6.94 (d, J=2.20 Hz, 1H), 6.82 (d, J=6.59 ... Starting materials: BrC=1C=C2C(=NNC(C2=CC1)=O)Cl (6-bromo-4-chloro-2H-phthalazin-1-one), NCC=1C=C(C=CC1)N(C)C (N-[3-(aminomethyl)phenyl]-N,N-dimethylamine), C=1C=CC(=CC1)P(C=2C=CC=CC2)C3=CC=C4C=CC=CC4=C3C5=C6C=CC=CC6=CC=C5P(C=7C=CC=CC7)C=8C=CC=CC8 (rac-BINAP), CC(C)(C)[O-].[Na+] (NaOtBu). Reagents/catalysts: C=1C=CC(=CC1)/C=C/C(=O)/C=C/C2=CC=CC=C2.C=1C=CC(=CC1)/C=C/C(=O)/C=C/C2=CC=CC=C2.C=1C=CC(=CC1)/C=C/C(=O)/C=C/C2=CC=CC=C2.[Pd].[Pd] (Pd2(dba)3). Solvent: CC(=O)N(C)C (DMA), CCOC(=O)C (EtOAc). Yields the product ClC1=NNC(C2=CC=C(C=C12)NCC1=CC(=CC=C1)N(C)C)=O (4-chloro-6-(3-dimethylamino-benzylamino)-2H-phthalazin-1-one). Yield: 14.7%. As a reaction SMILES: Br[C:2]1[CH:3]=[C:4]2[C:9](=[CH:10][CH:11]=1)[C:8](=[O:12])[NH:7][N:6]=[C:5]2[Cl:13].[NH2:14][CH2:15][C:16]1[CH:17]=[C:18]([N:22]([CH3:24])[CH3:23])[CH:19]=[CH:20][CH:21]=1.C1C=CC(P(C2C(C3C(P(C4C=CC=CC=4)C4C=CC=CC=4)=CC=C4C=3C=CC=C4)=C3C(C=CC=C3)=CC=2)C2C=CC=CC=2)=CC=1.CC([O-])(C)C.[Na+]>CC(N(C)C)=O.CCOC(C)=O.C1C=CC(/C=C/C(/C=C/C2C=CC=CC=2)=O)=CC=1.C1C=CC(/C=C/C(/C=C/C2C=CC=CC=2)=O)=CC=1.C1C=CC(/C=C/C(/C=C/C2C=CC=CC=2)=O)=CC=1.[Pd].[Pd]>[Cl:13][C:5]1[C:4]2[C:9](=[CH:10][CH:11]=[C:2]([NH:14][CH2:15][C:16]3[CH:21]=[CH:20][CH:19]=[C:18]([N:22]([CH3:24])[CH3:23])[CH:17]=3)[CH:3]=2)[C:8](=[O:12])[NH:7][N:6]=1 |f:3.4,7.8.9.10.11|. Reported procedure: A mixture 6-bromo-4-chloro-2H-phthalazin-1-one (150 mg, 0.578 mmol), N-[3-(aminomethyl)phenyl]-N,N-dimethylamine (102 mg, 0.679 mmol), Pd2(dba)3 (53 mg, 0.0578 mmol), rac-BINAP (112 mg, 0.180 mmol) and NaOtBu (139 mg, 1.445 mmol) in DMA (6 mL) was heated at 85° C. for 1.5 h. The mixture was allowed to cool, diluted with EtOAc and washed with water. The organic layer was washed with sat.aq. NaHCO3, brine and dried (Na2SO4). Chromatography on silica (EtOAc/hexanes) afforded 4-chloro-6-(3-dimethyla... The reactants are Clc1ccc(Br)nc1, O=C([O-])[O-], O=C1NCC(CCl)O1, [Cs+], [Cs+], C1COCCO1. Product: O=C1OC(CCl)CN1c1ccc(Cl)cn1. As a reaction SMILES: [Br:9][c:10]1[n:11][cH:12][c:13]([Cl:16])[cH:14][cH:15]1.[C:17](=[O:18])([O-:19])[O-:20].[Cl:1][CH2:2][CH:3]1[CH2:4][NH:5][C:6](=[O:8])[O:7]1.[Cs+:21].[Cs+:22].[O:23]1[CH2:24][CH2:25][O:26][CH2:27][CH2:28]1>>[Cl:1][CH2:2][CH:3]1[CH2:4][N:5]([c:10]2[n:11][cH:12][c:13]([Cl:16])[cH:14][cH:15]2)[C:6](=[O:8])[O:7]1. Reactants: Cl (hydrochloric acid), C(C)OCCN1C(=NC2=C1C=CC=C2)N2CCNCCC2 (4-(1-(2-ethoxyethyl)-1H-benzimidazol-2-yl)[1,4]diazepane), Br (hydrobromic acid), [OH-].[Na+] (sodium hydroxide). Run in O1CCOCC1 (dioxane), O (water), ClCCl (dichloromethane), CO (methanol). As a reaction SMILES: C([O:3][CH2:4][CH2:5][N:6]1[C:10]2[CH:11]=[CH:12][CH:13]=[CH:14][C:9]=2[N:8]=[C:7]1[N:15]1[CH2:21][CH2:20][CH2:19][NH:18][CH2:17][CH2:16]1)C.Br.[OH-].[Na+].Cl>O.O1CCOCC1.ClCCl.CO>[OH:3][CH2:4][CH2:5][N:6]1[C:10]2[CH:11]=[CH:12][CH:13]=[CH:14][C:9]=2[N:8]=[C:7]1[N:15]1[CH2:21][CH2:20][CH2:19][NH:18][CH2:17][CH2:16]1 |f:2.3|. Procedure details: Combine 4-(1-(2-ethoxyethyl)-1H-benzimidazol-2-yl)[1,4]diazepane (5.10 g, 9.4 mmol) and 48% hydrobromic acid (25 mL). Heat to reflux. After 18 hours, dilute with water and adjust the pH to 12 using aqueous 5 M sodium hydroxide solution. Extract three times with dichloromethane. Dry the combined organic layers over Na2SO4, filter, and evaporate in vacuo to give a residue. Combine the residue and methanol (50 mL). Add a solution of hydrochloric acid (5.0 mL, 4 M, 20 mmol) in dioxane. Evaporate in ... Yields the product OCCN1C(=NC2=C1C=CC=C2)N2CCNCCC2 (4-(1-(2-hydroxyethyl)-1H-benzimidazol-2-yl)[1,4]diazepane). Conditions: time 18 hour. Starting materials: FC1=C(CN2CCN(CC2)C(=O)OC(C)(C)C)C=CC(=C1C(=O)OC)F (tert-butyl 4-(2,4-difluoro-3-(methoxycarbonyl)benzyl)piperazine-1-carboxylate), [Li+].[OH-] (LiOH), [N-]=[N+]=[N-].[Na+] (sodium azide), ON1C(CCC1=O)=O (N-hydroxysuccinimide), C1CCC(CC1)N=C=NC2CCCCC2 (DCC). The solvent is C1CCOC1 (THF), O (water). Reaction conditions: time 8 hour. Yields the product N(=[N+]=[N-])C(=O)C=1C(=C(CN2CCN(CC2)C(=O)OC(C)(C)C)C=CC1F)F (tert-butyl 4-(3-(azidocarbonyl)-2,4-difluorobenzyl)piperazine-1-carboxylate). Isolated yield 122.4%. As a reaction SMILES: [F:1][C:2]1[C:21]([C:22](OC)=[O:23])=[C:20]([F:26])[CH:19]=[CH:18][C:3]=1[CH2:4][N:5]1[CH2:10][CH2:9][N:8]([C:11]([O:13][C:14]([CH3:17])([CH3:16])[CH3:15])=[O:12])[CH2:7][CH2:6]1.[Li+].[OH-].ON1C(=O)CCC1=O.C1CCC(N=C=NC2CCCCC2)CC1.[N-:52]=[N+:53]=[N-:54].[Na+]>C1COCC1.O>[N:52]([C:22]([C:21]1[C:2]([F:1])=[C:3]([CH:18]=[CH:19][C:20]=1[F:26])[CH2:4][N:5]1[CH2:10][CH2:9][N:8]([C:11]([O:13][C:14]([CH3:15])([CH3:17])[CH3:16])=[O:12])[CH2:7][CH2:6]1)=[O:23])=[N+:53]=[N-:54] |f:1.2,5.6|. Reported procedure: To a room temperature solution of tert-butyl 4-(2,4-difluoro-3-(methoxycarbonyl)benzyl)piperazine-1-carboxylate (2.0 g, 5.4 mmol, 1.0 equiv) in THF (5.0 mL) was added a solution of LiOH (249 mg, 5.94 mmol, 1.1 equiv) in water (5 mL). The resulting mixture was stirred overnight. The resulting lithium carboxylate salt was concentrated in vacuo and used in the next step without purification. The lithium salt was suspended in dioxane (50 mL), and N-hydroxysuccinimide (652 mg, 5.67 mmol, 1.05 equiv) ... Reactants: [OH-].[K+] (KOH), COCCl (methoxymethyl chloride), FC1=C(C=CC=C1)O (2-fluorophenol). Solvent: N1=CC=CC=C1 (pyridine). Yields the product FC1C(C=CC=C1)(O)COC (2-Fluoro-I-methoxymethylphenol). Yield: 62.0%. As a reaction SMILES: [F:1][C:2]1[CH:7]=[CH:6][CH:5]=[CH:4][C:3]=1[OH:8].[OH-].[K+].[CH3:11][O:12][CH2:13]Cl>N1C=CC=CC=1>[F:1][CH:2]1[CH:7]=[CH:6][CH:5]=[CH:4][C:3]1([CH2:11][O:12][CH3:13])[OH:8] |f:1.2|. Procedure: To a reaction mixture containing 2-fluorophenol (20, 2 g, 17.84 mmol) in 30 mL of dry pyridine was added powdered KOH (1 g, 17.71 mmol) and methoxymethyl chloride (1.8 g, 22.49 mmol) and this reaction mixture was heated under reflux for 3.5 hours (FIG. 2D). The reaction was cooled and partitioned between 1 M NaOH and ethyl ether (2×30 mL). The organic solution was washed with1 M HCl (2×20 mL), water, and then dried (MgSO4), filtered, and the solvent removed under vacuo to afford a oily residue. ... The reactants are COC1=C(C=CC(=C1OC)OC)C(C)=O (2',3',4'-trimethoxyacetophenone), C[Si](C)(C)[N-][Si](C)(C)C.[Li+] (lithium bis(trimethylsilyl)amide), Cl[Si](C)(C)C (chlorotrimethylsilane), diethyl ester, C1(=CC=CC=C1)CSC(C(=O)O)C(=O)O ([(phenylmethyl)thio]propanedioic acid). Yields the product OC1=C(C(OC(=C1)C1=C(C(=C(C=C1)OC)OC)OC)=O)SCC1=CC=CC=C1 (4-Hydroxy-3-[(phenylmethyl)thio]-6-(2,3,4-trimethoxyphenyl)-2H-pyran-2-one). As a reaction SMILES: [CH3:1][O:2][C:3]1[C:8]([O:9][CH3:10])=[C:7]([O:11][CH3:12])[CH:6]=[CH:5][C:4]=1[C:13](=[O:15])[CH3:14].C[Si]([N-][Si](C)(C)C)(C)C.[Li+].Cl[Si](C)(C)C.[C:31]1([CH2:37][S:38][CH:39]([C:43](O)=[O:44])[C:40](O)=[O:41])[CH:36]=[CH:35][CH:34]=[CH:33][CH:32]=1>>[OH:44][C:43]1[CH:14]=[C:13]([C:4]2[CH:5]=[CH:6][C:7]([O:11][CH3:12])=[C:8]([O:9][CH3:10])[C:3]=2[O:2][CH3:1])[O:15][C:40](=[O:41])[C:39]=1[S:38][CH2:37][C:31]1[CH:36]=[CH:35][CH:34]=[CH:33][CH:32]=1 |f:1.2|. Procedure: The title compound was prepared by Method A using 2',3',4'-trimethoxyacetophenone (1.5 g, 7.13 mmol), lithium bis(trimethylsilyl)amide (1.43 g, 8.56 mmol), chlorotrimethylsilane (1.8 mL, 10.67 mmol) and diethyl ester of [(phenylmethyl)thio]propanedioic acid (1.00 g, 3.54 mmol). The reactants are O1CCC(CC1)O (Tetrahydro-2h-pyran-4-ol), C(=O)([O-])[O-].[K+].[K+] (K2CO3), BrC=1C(=NC=C(C(=O)NC2=CC=C(C=C2)OC(F)(F)F)C1)Cl (5-bromo-6-chloro-N-(4-(trifluoromethoxy)phenyl)nicotinamide). Solvent: CN(C)C=O (DMF). Run at temperature 120 celsius, time 3.5 hour. The product is BrC=1C(=NC=C(C(=O)NC2=CC=C(C=C2)OC(F)(F)F)C1)OC1CCOCC1 (5-bromo-6-(tetrahydro-2h-pyran-4-yloxy)-N-(4-(trifluoromethoxy)phenyl)nicotinamide). As a reaction SMILES: [O:1]1[CH2:6][CH2:5][CH:4]([OH:7])[CH2:3][CH2:2]1.C([O-])([O-])=O.[K+].[K+].[Br:14][C:15]1[C:16](Cl)=[N:17][CH:18]=[C:19]([CH:34]=1)[C:20]([NH:22][C:23]1[CH:28]=[CH:27][C:26]([O:29][C:30]([F:33])([F:32])[F:31])=[CH:25][CH:24]=1)=[O:21]>CN(C=O)C>[Br:14][C:15]1[C:16]([O:7][CH:4]2[CH2:5][CH2:6][O:1][CH2:2][CH2:3]2)=[N:17][CH:18]=[C:19]([CH:34]=1)[C:20]([NH:22][C:23]1[CH:24]=[CH:25][C:26]([O:29][C:30]([F:32])([F:31])[F:33])=[CH:27][CH:28]=1)=[O:21] |f:1.2.3|. Procedure details: Tetrahydro-2h-pyran-4-ol (0.361 mL, 3.79 mmol) and K2CO3 (314 mg, 2.275 mmol) were added to a suspension of 5-bromo-6-chloro-N-(4-(trifluoromethoxy)phenyl)nicotinamide (Stage 44.2, 300 mg, 0.758 mmol) in DMF (2 mL) and the RM was stirred at 120° C. for 3.5 h. The solvent was evaporated off under reduced pressure. The residue was purified by flash chromatography (RediSep® Silica gel column, 40 g, EtOAc/n-hexane, isocratic 2:8) to afford 5-bromo-6-(tetrahydro-2h-pyran-4-yloxy)-N-(4-(trifluorometho...